From a dataset of the Open Reaction Database (ORD), a public repository of structured organic reaction records. describe an organic reaction: reactants, conditions, products, and yield Starting materials: Cl (hydrochloric acid), solution, [OH-].[Na+] (sodium hydroxide), ClC1=C(C(=CC=C1)Cl)C1=NOC(=C1COC1=CC=C(C=C1)C=1C=C2C=CC(=NC2=CC1F)C(=O)OCC)C(C)C (ethyl 6-[4-({[3-(2,6-dichlorophenyl)-5-(1-methylethyl)-4-isoxazolyl]methyl}oxy)phenyl]-7-fluoro-2-quinolinecarboxylate), O (water). Solvent: O1CCCC1 (tetrahydrofuran), CO (methanol). Reaction conditions: temperature 90 celsius. Product: ClC1=C(C(=CC=C1)Cl)C1=NOC(=C1COC1=CC=C(C=C1)C=1C=C2C=CC(=NC2=CC1F)C(=O)O)C(C)C (6-[4-({[3-(2,6-Dichlorophenyl)-5-(1-methylethyl)-4-isoxazolyl]methyl}oxy)phenyl]-7-fluoro-2-quinolinecarboxylic acid). Isolated yield 95.3%. RXN SMILES: [OH-].[Na+].[Cl:3][C:4]1[CH:9]=[CH:8][CH:7]=[C:6]([Cl:10])[C:5]=1[C:11]1[C:15]([CH2:16][O:17][C:18]2[CH:23]=[CH:22][C:21]([C:24]3[CH:25]=[C:26]4[C:31](=[CH:32][C:33]=3[F:34])[N:30]=[C:29]([C:35]([O:37]CC)=[O:36])[CH:28]=[CH:27]4)=[CH:20][CH:19]=2)=[C:14]([CH:40]([CH3:42])[CH3:41])[O:13][N:12]=1.Cl.O>O1CCCC1.CO>[Cl:10][C:6]1[CH:7]=[CH:8][CH:9]=[C:4]([Cl:3])[C:5]=1[C:11]1[C:15]([CH2:16][O:17][C:18]2[CH:19]=[CH:20][C:21]([C:24]3[CH:25]=[C:26]4[C:31](=[CH:32][C:33]=3[F:34])[N:30]=[C:29]([C:35]([OH:37])=[O:36])[CH:28]=[CH:27]4)=[CH:22][CH:23]=2)=[C:14]([CH:40]([CH3:42])[CH3:41])[O:13][N:12]=1 |f:0.1|. Reported procedure: A 1 N solution of sodium hydroxide (154.6 μL, 154.6 μmol) was added to ethyl 6-[4-({[3-(2,6-dichlorophenyl)-5-(1-methylethyl)-4-isoxazolyl]methyl}oxy)phenyl]-7-fluoro-2-quinolinecarboxylate (44.8 mg, 77.3 μmol) in tetrahydrofuran and methanol (1:1, 1.6 mL) and the mixture was heated in the microwave at 90° C. for 10 minutes. After cooling, the mixture was neutralized with 1 N hydrochloric acid (154.6 μL), water added, and the reaction mixture was extracted with ethyl acetate. The organic layer w... Reactants: COC=1C=C2C(=CNC2=CC1)C=O (5-methoxyindole-3-carboxaldehyde), [OH-].[K+] (potassium hydroxide), BrCCCCCl (1-bromo-4-chlorobutane). Solvent: CS(=O)C (methyl sulfoxide), CS(=O)C (methyl sulfoxide). Run at time 30 minute. Yields the product COC=1C=C2C(=CN(C2=CC1)CCCCCl)C=O (5-Methoxy-1-(4-chlorobutyl)indole-3-carboxaldehyde). RXN SMILES: [OH-].[K+].[CH3:3][O:4][C:5]1[CH:6]=[C:7]2[C:11](=[CH:12][CH:13]=1)[NH:10][CH:9]=[C:8]2[CH:14]=[O:15].Br[CH2:17][CH2:18][CH2:19][CH2:20][Cl:21]>CS(C)=O>[CH3:3][O:4][C:5]1[CH:6]=[C:7]2[C:11](=[CH:12][CH:13]=1)[N:10]([CH2:17][CH2:18][CH2:19][CH2:20][Cl:21])[CH:9]=[C:8]2[CH:14]=[O:15] |f:0.1|. Reported procedure: To a stirred mixture of powdered potassium hydroxide in methyl sulfoxide is added dropwise a solution of 5-methoxyindole-3-carboxaldehyde in methyl sulfoxide. The mixture is stirred for 30 min and 1-bromo-4-chlorobutane is added dropwise. The mixture is stirred for 1 h and partitioned between ethyl acetate and water. The combined organic extracts are washed (water, brine), dried (sodium sulfate) and concentrated in vacuo to give the product. Reactants: CCOc1ccc(-c2ccc3c(c2)C=C(C(=O)OC)CCN3C(=O)OC(C)(C)C)cc1, CCOC(C)=O, Cl, [Na+], [OH-]. Yields the product CCOc1ccc(-c2ccc3c(c2)C=C(C(=O)OC)CCN3)cc1. As a reaction SMILES: [C:1]([O:2][C:3](=[O:4])[N:8]1[CH2:9][CH2:10][C:11]([C:28](=[O:29])[O:30][CH3:31])=[CH:12][c:13]2[c:14]1[cH:15][cH:16][c:17](-[c:19]1[cH:20][cH:21][c:22]([O:25][CH2:26][CH3:27])[cH:23][cH:24]1)[cH:18]2)([CH3:5])([CH3:6])[CH3:7].[CH3:35][CH2:36][O:37][C:38](=[O:39])[CH3:40].[ClH:32].[Na+:34].[OH-:33]>>[NH:8]1[CH2:9][CH2:10][C:11]([C:28](=[O:29])[O:30][CH3:31])=[CH:12][c:13]2[c:14]1[cH:15][cH:16][c:17](-[c:19]1[cH:20][cH:21][c:22]([O:25][CH2:26][CH3:27])[cH:23][cH:24]1)[cH:18]2. The yield is 96.5%. The product is C(CCC)N1S(C(=C(C1=O)NC=1C=C2C=CNC2=CC1)C1=CC=CC=C1)(=O)=O (2-Butyl-4-(1H-indol-5-ylamino)-5-phenylisothiazol-3(2H)-one 1,1-dioxide). Starting materials: C(CCC)N1S(C(=C(C1=O)Cl)C1=CC=CC=C1)(=O)=O (2-Butyl-4-chloro-5-phenylisothiazol-3(2H)-one 1,1-dioxide), N1C=CC2=CC(=CC=C12)N (1H-Indol-5-amine). The solvent is CN(C)C=O (DMF). RXN SMILES: [CH2:1]([N:5]1[C:9](=[O:10])[C:8](Cl)=[C:7]([C:12]2[CH:17]=[CH:16][CH:15]=[CH:14][CH:13]=2)[S:6]1(=[O:19])=[O:18])[CH2:2][CH2:3][CH3:4].[NH:20]1[C:28]2[C:23](=[CH:24][C:25]([NH2:29])=[CH:26][CH:27]=2)[CH:22]=[CH:21]1>CN(C=O)C>[CH2:1]([N:5]1[C:9](=[O:10])[C:8]([NH:29][C:25]2[CH:24]=[C:23]3[C:28](=[CH:27][CH:26]=2)[NH:20][CH:21]=[CH:22]3)=[C:7]([C:12]2[CH:17]=[CH:16][CH:15]=[CH:14][CH:13]=2)[S:6]1(=[O:19])=[O:18])[CH2:2][CH2:3][CH3:4]. Reported procedure: 2-Butyl-4-chloro-5-phenylisothiazol-3(2H)-one 1,1-dioxide (110 mg, 0.330 mmol) was dissolved in dry DMF (0.5 mL) under nitrogen atmosphere. 1H-Indol-5-amine (131 mg, 0.991 mmol) was added and the reaction mixture was heated in a microwave reactor at 140° C. for 25 mins. The crude product was purified by preparative HPLC affording the title compound (126 mg, 96.5%). 1H NMR (500 MHz, CD3CN): δ 1.01 (t, 3H), 1.44-1.53 (m, 2H), 1.78-1.86 (m, 2H), 3.75 (t, 2H), 6.20-6.22 (m, 1H), 6.68-6.71 (m, 1H), 6... Reaction conditions: temperature 140 celsius. Starting materials: FC1=C(OC2=C3C=NNC3=CC=C2)C=CC(=C1)[N+](=O)[O-] (4-(2-Fluoro-4-nitrophenoxy)-1H-indazole). Reagents/catalysts: [Pt](=O)=O (platinum(IV) oxide). The solvent is C(C)O.O1CCCC1 (ethanol tetrahydrofuran). Reaction conditions: time 2 hour. Yields the product FC=1C=C(N)C=CC1OC1=C2C=NNC2=CC=C1 (3-Fluoro-4-(1H-indazol-4-yloxy)aniline). RXN SMILES: [F:1][C:2]1[CH:17]=[C:16]([N+:18]([O-])=O)[CH:15]=[CH:14][C:3]=1[O:4][C:5]1[CH:13]=[CH:12][CH:11]=[C:10]2[C:6]=1[CH:7]=[N:8][NH:9]2>C(O)C.O1CCCC1.[Pt](=O)=O>[F:1][C:2]1[CH:17]=[C:16]([CH:15]=[CH:14][C:3]=1[O:4][C:5]1[CH:13]=[CH:12][CH:11]=[C:10]2[C:6]=1[CH:7]=[N:8][NH:9]2)[NH2:18] |f:1.2|. Reported procedure: Under argon, 60 mg (0.22 mmol) of 4-(2-fluoro-4-nitrophenoxy)-1H-indazole (from example XXV) are initially charged in 5 ml of ethanol/tetrahydrofuran (1:1), 9.97 mg (0.04 mmol) of platinum(IV) oxide are added and the mixture is hydrogenated under atmospheric pressure for 2 hours. The suspension is filtered off through CELITE (diatomaceous earth), the filtercake is washed with ethanol and the filtrate is concentrated under reduced pressure. The reactants are [N+](=O)([O-])C1=CC=CC(=N1)N (6-nitro-pyridin-2-ylamine), BrNC(CCC(=O)N)=O (N-bromosuccinamide), BrNC(CCC(=O)N)=O (N-bromosuccinamide). Run in CC#N (CH3CN). Conditions: time 1 hour. Product: BrC=1C=CC(=NC1[N+](=O)[O-])N (5-Bromo-6-nitro-pyridin-2-ylamine). Isolated yield 153.3%. As a reaction SMILES: [N+:1]([C:4]1[N:9]=[C:8]([NH2:10])[CH:7]=[CH:6][CH:5]=1)([O-:3])=[O:2].[Br:11]NC(=O)CCC(N)=O>CC#N>[Br:11][C:5]1[CH:6]=[CH:7][C:8]([NH2:10])=[N:9][C:4]=1[N+:1]([O-:3])=[O:2]. Procedure details: To a stirred solution of 6-nitro-pyridin-2-ylamine (1.0 g, 7.18 mmol) in CH3CN (100 mL), protected from light and under nitrogen atmosphere, N-bromosuccinamide (636 mg, 3.59 mmol) was added at 0° C. After 1 hour, another portion of N-bromosuccinamide (636 mg, 3.59 mmol) was added. The reaction mixture was allowed to warm to room temperature and stirring was continued overnight. The reaction mixture was then quenched by the addition of saturated aqueous Na2S2O3 and extracted with ethyl acetate (3... The reactants are F[B-](F)(F)F, CC(C)(C)c1ccc(CNCCc2cccc(OC(F)F)c2)cc1, CCN(C(C)C)C(C)C, O=C(O)c1c(F)c(Cl)cc2cc[nH]c12, CN(C)C=O, O, CN(C)C(On1nnc2ccccc21)=[N+](C)C. The product is CC(C)(C)c1ccc(CN(CCc2cccc(OC(F)F)c2)C(=O)c2c(F)c(Cl)cc3cc[nH]c23)cc1. As a reaction SMILES: [B-:15]([F:16])([F:17])([F:18])[F:19].[C:46]([CH3:47])([CH3:48])([CH3:49])[c:50]1[cH:51][cH:52][c:53]([CH2:54][NH:55][CH2:56][CH2:57][c:58]2[cH:59][c:60]([O:64][CH:65]([F:66])[F:67])[cH:61][cH:62][cH:63]2)[cH:68][cH:69]1.[CH:37]([N:38]([CH2:39][CH3:40])[CH:41]([CH3:42])[CH3:43])([CH3:44])[CH3:45].[Cl:1][c:2]1[cH:3][c:4]2[cH:5][cH:6][nH:7][c:8]2[c:9]([C:12](=[O:13])[OH:14])[c:10]1[F:11].[O:70]=[CH:71][N:72]([CH3:73])[CH3:74].[OH2:75].[n:20]1([O:21][C:22]([N:23]([CH3:24])[CH3:25])=[N+:26]([CH3:27])[CH3:28])[c:29]2[cH:30][cH:31][cH:32][cH:33][c:34]2[n:35][n:36]1>>[Cl:1][c:2]1[cH:3][c:4]2[cH:5][cH:6][nH:7][c:8]2[c:9]([C:12](=[O:14])[N:55]([CH2:54][c:53]2[cH:52][cH:51][c:50]([C:46]([CH3:47])([CH3:48])[CH3:49])[cH:69][cH:68]2)[CH2:56][CH2:57][c:58]2[cH:59][c:60]([O:64][CH:65]([F:66])[F:67])[cH:61][cH:62][cH:63]2)[c:10]1[F:11]. The reactants are CCO, Cl, CCOC(=O)c1cnn(Cc2nc(-c3nc(C(F)(F)F)cc(C(F)(F)F)n3)cs2)c1, [Na+], [OH-]. The product is O=C(O)c1cnn(Cc2nc(-c3nc(C(F)(F)F)cc(C(F)(F)F)n3)cs2)c1. RXN SMILES: [CH3:34][CH2:35][OH:36].[ClH:33].[F:1][C:2]([c:3]1[n:4][c:5](-[c:13]2[n:14][c:15]([CH2:18][n:19]3[n:20][cH:21][c:22]([C:24](=[O:25])[O:26][CH2:27][CH3:28])[cH:23]3)[s:16][cH:17]2)[n:6][c:7]([C:9]([F:10])([F:11])[F:12])[cH:8]1)([F:29])[F:30].[Na+:32].[OH-:31]>>[F:1][C:2]([c:3]1[n:4][c:5](-[c:13]2[n:14][c:15]([CH2:18][n:19]3[n:20][cH:21][c:22]([C:24](=[O:25])[OH:26])[cH:23]3)[s:16][cH:17]2)[n:6][c:7]([C:9]([F:10])([F:11])[F:12])[cH:8]1)([F:29])[F:30].